This data is from the Open Reaction Database (ORD), a public repository of structured organic reaction records. The task is: describe an organic reaction: reactants, conditions, products, and yield Reactants: CC(C)(C)[Si](C)(C)OCC1CNCC1c1ccccc1, C1CCOC1, COC(=O)c1ccc(OC(=O)Cl)cc1, c1ccncc1. The product is COC(=O)c1ccc(OC(=O)N2CC(CO[Si](C)(C)C(C)(C)C)C(c3ccccc3)C2)cc1. As a reaction SMILES: [C:1]([CH3:2])([CH3:3])([CH3:4])[Si:5]([O:6][CH2:7][CH:8]1[CH2:9][NH:10][CH2:11][CH:12]1[c:13]1[cH:14][cH:15][cH:16][cH:17][cH:18]1)([CH3:19])[CH3:20].[CH2:41]1[O:42][CH2:43][CH2:44][CH2:45]1.[Cl:27][C:28](=[O:29])[O:30][c:31]1[cH:32][cH:33][c:34]([C:35](=[O:36])[O:37][CH3:38])[cH:39][cH:40]1.[cH:21]1[cH:22][cH:23][n:24][cH:25][cH:26]1>>[C:1]([CH3:2])([CH3:3])([CH3:4])[Si:5]([O:6][CH2:7][CH:8]1[CH2:9][N:10]([C:28](=[O:29])[O:30][c:31]2[cH:32][cH:33][c:34]([C:35](=[O:36])[O:37][CH3:38])[cH:39][cH:40]2)[CH2:11][CH:12]1[c:13]1[cH:14][cH:15][cH:16][cH:17][cH:18]1)([CH3:19])[CH3:20]. Starting materials: CC=1NC2=CC=CC(=C2C1)[N+](=O)[O-] (2-methyl-4-nitro-1H-indole), [OH-].[Na+] (sodium hydroxide), C=O (formaldehyde), CNC (dimethylamine). Run in C(C)(=O)O (acetic acid), C(C)(=O)O (acetic acid). Reaction conditions: time 30 minute. Product: CN(CC1=C(NC2=CC=CC(=C12)[N+](=O)[O-])C)C (N,N-dimethyl-1-(2-methyl-4-nitro-1H-indol-3-yl)methanamine). RXN SMILES: [CH2:1]=O.[CH3:3][NH:4][CH3:5].[CH3:6][C:7]1[NH:8][C:9]2[C:14]([CH:15]=1)=[C:13]([N+:16]([O-:18])=[O:17])[CH:12]=[CH:11][CH:10]=2.[OH-].[Na+]>C(O)(=O)C>[CH3:3][N:4]([CH3:1])[CH2:5][C:15]1[C:14]2[C:9](=[CH:10][CH:11]=[CH:12][C:13]=2[N+:16]([O-:18])=[O:17])[NH:8][C:7]=1[CH3:6] |f:3.4|. Reported procedure: To an acetic acid (5 mL) solution of an aqueous 370% formaldehyde solution (271 mg), an aqueous 50% dimethylamine solution (317 mg) was slowly added dropwise under ice cooling and the mixture was stirred at room temperature for 30 minutes. Furthermore, an acetic acid (1 mL) solution of 2-methyl-4-nitro-1H-indole [Tetrahedron 1, 1999, 5395-5398] (310 mg) was added and the mixture was stirred at room temperature for 24 hours. The pH of the reaction mix was adjusted to 9 using an aqueous 5M sodium ... Yields the product c1cc(-c2n[nH]c3ccccc23)nc(C2OCCCO2)c1. As a reaction SMILES: [I:1][c:2]1[n:3][nH:4][c:5]2[cH:6][cH:7][cH:8][cH:9][c:10]12.[O:11]1[CH:12]([c:17]2[n:18][c:19]([Sn:23]([CH3:24])([CH3:25])[CH3:26])[cH:20][cH:21][cH:22]2)[O:13][CH2:14][CH2:15][CH2:16]1.[O:27]=[CH:28][N:29]([CH3:30])[CH3:31].[cH:32]1[cH:33][cH:34][c:35]([P:36]([Pd:37]([P:38]([c:39]2[cH:40][cH:41][cH:42][cH:43][cH:44]2)([c:45]2[cH:46][cH:47][cH:48][cH:49][cH:50]2)[c:51]2[cH:52][cH:53][cH:54][cH:55][cH:56]2)([P:57]([c:58]2[cH:59][cH:60][cH:61][cH:62][cH:63]2)([c:64]2[cH:65][cH:66][cH:67][cH:68][cH:69]2)[c:70]2[cH:71][cH:72][cH:73][cH:74][cH:75]2)[P:76]([c:77]2[cH:78][cH:79][cH:80][cH:81][cH:82]2)([c:83]2[cH:84][cH:85][cH:86][cH:87][cH:88]2)[c:89]2[cH:90][cH:91][cH:92][cH:93][cH:94]2)([c:95]2[cH:96][cH:97][cH:98][cH:99][cH:100]2)[c:101]2[cH:102][cH:103][cH:104][cH:105][cH:106]2)[cH:107][cH:108]1>>[c:2]1(-[c:19]2[n:18][c:17]([CH:12]3[O:11][CH2:16][CH2:15][CH2:14][O:13]3)[cH:22][cH:21][cH:20]2)[n:3][nH:4][c:5]2[cH:6][cH:7][cH:8][cH:9][c:10]12. The reactants are Ic1n[nH]c2ccccc12, C[Sn](C)(C)c1cccc(C2OCCCO2)n1, CN(C)C=O, c1ccc(P(c2ccccc2)(c2ccccc2)[Pd](P(c2ccccc2)(c2ccccc2)c2ccccc2)(P(c2ccccc2)(c2ccccc2)c2ccccc2)P(c2ccccc2)(c2ccccc2)c2ccccc2)cc1. Starting materials: C1CCOC1, CC(=O)OC(C)=O, CCOC(C)=O, Nc1cccc(CO)c1. Product: CC(=O)Nc1cccc(CO)c1. RXN SMILES: [CH2:17]1[O:18][CH2:19][CH2:20][CH2:21]1.[CH3:10][C:11](=[O:12])[O:13][C:14](=[O:15])[CH3:16].[CH3:22][CH2:23][O:24][C:25]([CH3:26])=[O:27].[NH2:1][c:2]1[cH:3][c:4]([CH2:5][OH:6])[cH:7][cH:8][cH:9]1>>[NH:1]([c:2]1[cH:3][c:4]([CH2:5][OH:6])[cH:7][cH:8][cH:9]1)[C:11]([CH3:10])=[O:12].